This data is from the Open Reaction Database (ORD), a public repository of structured organic reaction records. The task is: describe an organic reaction: reactants, conditions, products, and yield The reactants are C(C)(C)(C)C1=C(C=C(C=C1)C(=O)OC)NC(CC(CCCCC)C1=C(C=C(C=C1)CO)OC)=O (N-(2-t-butyl-5-methoxycarbonylphenyl)-3-(4-hydroxymethyl-2-methoxyphenyl)octanamide). The reagents and catalysts are [O-2].[O-2].[Mn+4] (manganese dioxide). Run in C(Cl)Cl (methylene chloride). Run at time 10 hour. Yields the product C(C)(C)(C)C1=C(C=C(C=C1)C(=O)OC)NC(CC(CCCCC)C1=C(C=C(C=C1)C=O)OC)=O (N-(2-t-Butyl-5-methoxycarbonylphenyl)-3-(4-formyl-2-methoxyphenyl)octanamid). Yield: 86.0%. RXN SMILES: [C:1]([C:5]1[CH:10]=[CH:9][C:8]([C:11]([O:13][CH3:14])=[O:12])=[CH:7][C:6]=1[NH:15][C:16](=[O:34])[CH2:17][CH:18]([C:24]1[CH:29]=[CH:28][C:27]([CH2:30][OH:31])=[CH:26][C:25]=1[O:32][CH3:33])[CH2:19][CH2:20][CH2:21][CH2:22][CH3:23])([CH3:4])([CH3:3])[CH3:2]>C(Cl)Cl.[O-2].[O-2].[Mn+4]>[C:1]([C:5]1[CH:10]=[CH:9][C:8]([C:11]([O:13][CH3:14])=[O:12])=[CH:7][C:6]=1[NH:15][C:16](=[O:34])[CH2:17][CH:18]([C:24]1[CH:29]=[CH:28][C:27]([CH:30]=[O:31])=[CH:26][C:25]=1[O:32][CH3:33])[CH2:19][CH2:20][CH2:21][CH2:22][CH3:23])([CH3:2])([CH3:3])[CH3:4] |f:2.3.4|. Procedure: 12.67 g (14.6. mmol) of manganese dioxide were added to a solution of 3.45 g (7.35 mmol) of N-(2-t-butyl-5-methoxycarbonylphenyl)-3-(4-hydroxymethyl-2-methoxyphenyl)octanamide (prepared as described in Preparation 61) in 40 ml of methylene chloride, and the resulting mixture was vigorously stirred at room temperature for 10 hours. At the end of this time, the reaction mixture was filtered using a Celite (trade mark) filter aid, and the filtrate was concentrated by evaporation under reduced press... Reported procedure: To a stirring solution of 5.0 g of 4-(2,3,4,5,6-pentafluorophenoxy)piperidine in 50 ml of methanol was added 15 ml of 37% formaldehyde. After refluxing for 1 hour, the solution was cooled to ice bath temperature, treated (portionwise), with 2.5 g of sodium borohydride, and then stirred at ambient temperature for one hour. Evaporation of the volatiles yielded a residue which was taken up in ethyl acetate, washed with water followed by a saturated sodium chloride solution, and dried over anhydrous... Run at time 1 hour. Yields the product CN1CCC(CC1)OC1=C(C(=C(C(=C1F)F)F)F)F (1-methyl-4-(2,3,4,5,6-pentafluorophenoxy)piperidine). Reaction SMILES: [F:1][C:2]1[C:14]([F:15])=[C:13]([F:16])[C:12]([F:17])=[C:11]([F:18])[C:3]=1[O:4][CH:5]1[CH2:10][CH2:9][NH:8][CH2:7][CH2:6]1.[CH2:19]=O.[BH4-].[Na+]>CO.C(OCC)(=O)C>[CH3:19][N:8]1[CH2:9][CH2:10][CH:5]([O:4][C:3]2[C:11]([F:18])=[C:12]([F:17])[C:13]([F:16])=[C:14]([F:15])[C:2]=2[F:1])[CH2:6][CH2:7]1 |f:2.3|. Reactants: FC1=C(OC2CCNCC2)C(=C(C(=C1F)F)F)F (4-(2,3,4,5,6-pentafluorophenoxy)piperidine), C=O (formaldehyde), [BH4-].[Na+] (sodium borohydride). The solvent is C(C)(=O)OCC (ethyl acetate), CO (methanol).